Dataset: the Open Reaction Database (ORD), a public repository of structured organic reaction records. Task: describe an organic reaction: reactants, conditions, products, and yield The reactants are saturated solution, C(\C=C\C(=O)O)(=O)O (fumaric acid), COC=1C=C(C=CC1OC)C=1N(C=CC1)CCNC(C)=O (N-[2-[2-(3,4-Dimethoxyphenyl)pyrrol-1-yl]-ethyl]-acetamide), P(=O)(Cl)(Cl)Cl (phosphorus oxychloride), [OH-].[Na+] (sodium hydroxide), [OH-].[Na+] (sodium hydroxide). The solvent is C(C)O (ethanol), O (water). Reaction conditions: time 1 hour. The product is C(\C=C\C(=O)O)(=O)O.COC=1C=C(C=CC1OC)C1=CC=C2N1CCN=C2C (6-(3,4-dimethoxyphenyl)-3,4-dihydro-1-methylpyrrolo[1,2-a]pyrazine fumarate). RXN SMILES: [CH3:1][O:2][C:3]1[CH:4]=[C:5]([C:11]2[N:12]([CH2:16][CH2:17][NH:18][C:19](=O)[CH3:20])[CH:13]=[CH:14][CH:15]=2)[CH:6]=[CH:7][C:8]=1[O:9][CH3:10].P(Cl)(Cl)(Cl)=O.[OH-].[Na+].[C:29]([OH:36])(=[O:35])/[CH:30]=[CH:31]/[C:32]([OH:34])=[O:33]>O.C(O)C>[C:29]([OH:36])(=[O:35])/[CH:30]=[CH:31]/[C:32]([OH:34])=[O:33].[CH3:1][O:2][C:3]1[CH:4]=[C:5]([C:11]2[N:12]3[CH2:16][CH2:17][N:18]=[C:19]([CH3:20])[C:13]3=[CH:14][CH:15]=2)[CH:6]=[CH:7][C:8]=1[O:9][CH3:10] |f:2.3,7.8|. Procedure: N-[2-[2-(3,4-Dimethoxyphenyl)pyrrol-1-yl]-ethyl]-acetamide (2.6 g) was treated with 20 ml of phosphorus oxychloride under argon and boiled for 1 hour while stirring. The reaction mixture was hydrolyzed at 0° C. with 100 ml of 2N sodium hydroxide solution and 100 ml of 28% sodium hydroxide solution, diluted with 1200 ml of water and extracted with methylene chloride (1×200 ml, 2×100 ml). The organic extracts were combined, dried with MgSO4 and freed from solvent. 1.4 g of a total of 2.7 g of crud... Reactants: Brc1ccc2ncccc2c1, C[Si](C)(C)CC#N, [F-], [F-], CN(C)C=O, O=C(C=Cc1ccccc1)C=Cc1ccccc1, O=C(C=Cc1ccccc1)C=Cc1ccccc1, O=C(C=Cc1ccccc1)C=Cc1ccccc1, [Pd], [Pd], [Zn+2]. Yields the product N#CCc1ccc2ncccc2c1. RXN SMILES: [Br:1][c:2]1[cH:3][c:4]2[cH:5][cH:6][cH:7][n:8][c:9]2[cH:10][cH:11]1.[CH3:12][Si:13]([CH3:14])([CH3:15])[CH2:16][C:17]#[N:18].[F-:80].[F-:81].[O:19]=[CH:20][N:21]([CH3:22])[CH3:23].[O:26]=[C:27]([CH:28]=[CH:29][c:30]1[cH:31][cH:32][cH:33][cH:34][cH:35]1)[CH:36]=[CH:37][c:38]1[cH:39][cH:40][cH:41][cH:42][cH:43]1.[O:44]=[C:45]([CH:46]=[CH:47][c:48]1[cH:49][cH:50][cH:51][cH:52][cH:53]1)[CH:54]=[CH:55][c:56]1[cH:57][cH:58][cH:59][cH:60][cH:61]1.[O:62]=[C:63]([CH:64]=[CH:65][c:66]1[cH:67][cH:68][cH:69][cH:70][cH:71]1)[CH:72]=[CH:73][c:74]1[cH:75][cH:76][cH:77][cH:78][cH:79]1.[Pd:24].[Pd:25].[Zn+2:82]>>[c:2]1([CH2:16][C:17]#[N:18])[cH:3][c:4]2[cH:5][cH:6][cH:7][n:8][c:9]2[cH:10][cH:11]1.